Dataset: the Open Reaction Database (ORD), a public repository of structured organic reaction records. Task: describe an organic reaction: reactants, conditions, products, and yield Starting materials: [Na+], [Na+], [OH-], O=S(=O)([O-])O, CCCC(O)C(CCCc1ccccc1)C(=O)OCC. Product: CCCC(O)C(CCCc1ccccc1)C(=O)O. Reaction SMILES: [Na+:22].[Na+:28].[OH-:21].[S:23](=[O:24])(=[O:25])([OH:26])[O-:27].[c:1]1([CH2:7][CH2:8][CH2:9][CH:10]([C:11](=[O:12])[O:13][CH2:14][CH3:15])[CH:16]([CH2:17][CH2:18][CH3:19])[OH:20])[cH:2][cH:3][cH:4][cH:5][cH:6]1>>[c:1]1([CH2:7][CH2:8][CH2:9][CH:10]([C:11](=[O:12])[OH:13])[CH:16]([CH2:17][CH2:18][CH3:19])[OH:20])[cH:2][cH:3][cH:4][cH:5][cH:6]1.